From a dataset of the Open Reaction Database (ORD), a public repository of structured organic reaction records. describe an organic reaction: reactants, conditions, products, and yield Starting materials: N1=CC=CC2=C1NC1=C(NC2)C=CC=C1 (6,11-dihydro-5H-pyrido[2,3-b][1,5]benzodiazepine), C([O-])([O-])=O.[K+].[K+] (potassium carbonate), CN(C=O)C (dimethylformamide), ClC1=C(C(=O)Cl)C=CC(=C1)F (2-chloro-4-fluorobenzoyl chloride), CN(C=O)C (dimethylformamide). RXN SMILES: [N:1]1[C:6]2[NH:7][C:8]3[CH:15]=[CH:14][CH:13]=[CH:12][C:9]=3[NH:10][CH2:11][C:5]=2[CH:4]=[CH:3][CH:2]=1.C(=O)([O-])[O-].[K+].[K+].[Cl:22][C:23]1[CH:31]=[C:30](F)[CH:29]=[CH:28][C:24]=1[C:25](Cl)=[O:26].C[N:34]([CH3:37])C=O>O>[Cl:22][C:23]1[CH:31]=[C:30]([N:34]2[CH:37]=[CH:9][C:8]([CH3:15])=[N:7]2)[CH:29]=[CH:28][C:24]=1[C:25]([N:10]1[C:9]2[CH:12]=[CH:13][CH:14]=[CH:15][C:8]=2[NH:7][C:6]2[N:1]=[CH:2][CH:3]=[CH:4][C:5]=2[CH2:11]1)=[O:26] |f:1.2.3|. Run at time 75 minute. Yield: 62.0%. The solvent is O (water). Procedure: To a solution of 6,11-dihydro-5H-pyrido[2,3-b][1,5]benzodiazepine of Step B (12.8 g, 65 mmol) in dimethylformamide (120 mL) under nitrogen was added potassium carbonate (19.76 g, 143 mmol). The mixture was cooled and treated dropwise with a solution of crude 2-chloro-4-fluorobenzoyl chloride of Step C (78 mmol) in dimethylformamide (50 mL). After stirring at room temperature for 75 minutes the mixture was diluted with water and extracted with dichloromethane. The organic extracts were dried over... Yields the product ClC1=C(C=CC(=C1)N1N=C(C=C1)C)C(=O)N1CC2=C(NC3=C1C=CC=C3)N=CC=C2 ([2-Chloro-4-(3-methyl-pyrazol-1-yl)-phenyl]-(5,11-dihydro-pyrido [2,3-b][1,5]benzodiazepin-6-yl)-methanone), material. The reactants are N1(C=NC=C1)CCCN (3-Imidazol-1-yl-propylamine), CC1=CC=C(C=O)C=C1 (4-Methyl-benzaldehyde), C(C)OC(C(CC1=CC=CC=C1)=O)=O (2-Oxo-3-phenyl-propionic acid ethylester). The solvent is C(C)O (ethanol). Reaction conditions: temperature 50 celsius, time 24 hour. Yields the product OC=1C(N(C(C1C1=CC=CC=C1)C1=CC=C(C=C1)C)CCCN1C=NC=C1)=O (3-Hydroxy-1-(3-imidazol-1-yl-propyl)-4-phenyl-5-p-tolyl-1,5-dihydro-pyrrol-2-one). RXN SMILES: [N:1]1([CH2:6][CH2:7][CH2:8][NH2:9])[CH:5]=[CH:4][N:3]=[CH:2]1.[CH3:10][C:11]1[CH:18]=[CH:17][C:14]([CH:15]=O)=[CH:13][CH:12]=1.C([O:21][C:22](=O)[C:23](=[O:31])[CH2:24][C:25]1[CH:30]=[CH:29][CH:28]=[CH:27][CH:26]=1)C>C(O)C>[OH:31][C:23]1[C:22](=[O:21])[N:9]([CH2:8][CH2:7][CH2:6][N:1]2[CH:5]=[CH:4][N:3]=[CH:2]2)[CH:15]([C:14]2[CH:17]=[CH:18][C:11]([CH3:10])=[CH:12][CH:13]=2)[C:24]=1[C:25]1[CH:30]=[CH:29][CH:28]=[CH:27][CH:26]=1. Reported procedure: 3-Imidazol-1-yl-propylamine (1 mmol) and 4-Methyl-benzaldehyde (1 mmol) were added to ethanol (5 ml). After 30 min 2-Oxo-3-phenyl-propionic acid ethylester (1 mmol) was added. The reaction was heated to 50° C. and stirred for 24 h. After evaporation of the solvent the residue was purified with chromatographic methods. Reactants: COC(C1=C(C=CC(=C1)OCCCCCCCCCC)O)=O (5-(decyloxy)-2-hydroxybenzoic acid methyl ester), C(C1=CC=CC=C1)Br (benzyl bromide). Product: COC(C1=C(C=CC(=C1)OCCCCCCCCCC)OCC1=CC=CC=C1)=O (5-(decyloxy)-2-(phenylmethoxy)benzoic acid methyl ester). Yield: 81.0%. Reaction SMILES: [CH3:1][O:2][C:3](=[O:22])[C:4]1[CH:9]=[C:8]([O:10][CH2:11][CH2:12][CH2:13][CH2:14][CH2:15][CH2:16][CH2:17][CH2:18][CH2:19][CH3:20])[CH:7]=[CH:6][C:5]=1[OH:21].[CH2:23](Br)[C:24]1[CH:29]=[CH:28][CH:27]=[CH:26][CH:25]=1>>[CH3:1][O:2][C:3](=[O:22])[C:4]1[CH:9]=[C:8]([O:10][CH2:11][CH2:12][CH2:13][CH2:14][CH2:15][CH2:16][CH2:17][CH2:18][CH2:19][CH3:20])[CH:7]=[CH:6][C:5]=1[O:21][CH2:23][C:24]1[CH:29]=[CH:28][CH:27]=[CH:26][CH:25]=1. Procedure: The reaction of 5-(decyloxy)-2-hydroxybenzoic acid methyl ester with benzyl bromide under conditions described in Example 59 gave 5-(decyloxy)-2-(phenylmethoxy)benzoic acid methyl ester (81% yield, mp 32°-34°). Starting materials: CC(C)(C)CC(=O)Nc1c(Cl)cc(Br)cc1C(F)(F)F, CC(C)(C)[O-], Cc1ccccc1, CN(C)c1ccccc1-c1ccccc1P(C1CCCCC1)C1CCCCC1, Cl, Fc1ccc2c(c1)CNCC2, [K+]. The product is CC(C)(C)CC(=O)Nc1c(Cl)cc(N2CCc3ccc(F)cc3C2)cc1C(F)(F)F. Reaction SMILES: [Br:47][c:48]1[cH:49][c:50]([Cl:66])[c:51]([NH:58][C:59]([CH2:60][C:61]([CH3:62])([CH3:63])[CH3:64])=[O:65])[c:52]([C:54]([F:55])([F:56])[F:57])[cH:53]1.[CH3:29][C:30]([CH3:31])([O-:32])[CH3:33].[CH3:67][c:68]1[cH:69][cH:70][cH:71][cH:72][cH:73]1.[CH:1]1([P:2]([CH:3]2[CH2:4][CH2:5][CH2:6][CH2:7][CH2:8]2)[c:9]2[cH:10][cH:11][cH:12][cH:13][c:14]2-[c:15]2[cH:16][cH:17][cH:18][cH:19][c:20]2[N:21]([CH3:22])[CH3:23])[CH2:24][CH2:25][CH2:26][CH2:27][CH2:28]1.[ClH:35].[F:36][c:37]1[cH:38][cH:39][c:40]2[c:45]([cH:46]1)[CH2:44][NH:43][CH2:42][CH2:41]2.[K+:34]>>[F:36][c:37]1[cH:38][cH:39][c:40]2[c:45]([cH:46]1)[CH2:44][N:43]([c:48]1[cH:49][c:50]([Cl:66])[c:51]([NH:58][C:59]([CH2:60][C:61]([CH3:62])([CH3:63])[CH3:64])=[O:65])[c:52]([C:54]([F:55])([F:56])[F:57])[cH:53]1)[CH2:42][CH2:41]2. The product is C(#N)C1=C(OCCCCNC(OC(C)(C)C)=O)C=CC=C1[N+](=O)[O-] (tert-butyl 4-(2-cyano-3-nitrophenoxy)butylcarbamate). Procedure: Prepared as in Example 215c from tert-butyl 4-hydroxybutylcarbamate and 2,6-dinitrobenzonitrile in 7% yield as a pale yellow solid. 1H NMR (400 MHz, DMSO-d6) δ 1.35 (s, 9H), 1.52-1.55 (m, 2H), 1.72-1.76 (m, 2H), 2.94-2.99 (m, 2H), 4.24 (t, J=6.8 Hz, 2H), 6.86 (brs, 1H), 7.69-7.72 (m, 1H), 7.85-7.90 (m, 2H). Starting materials: OCCCCNC(OC(C)(C)C)=O (tert-butyl 4-hydroxybutylcarbamate), [N+](=O)([O-])C1=C(C#N)C(=CC=C1)[N+](=O)[O-] (2,6-dinitrobenzonitrile). RXN SMILES: [OH:1][CH2:2][CH2:3][CH2:4][CH2:5][NH:6][C:7](=[O:13])[O:8][C:9]([CH3:12])([CH3:11])[CH3:10].[N+:14]([C:17]1[CH:24]=[CH:23][CH:22]=[C:21]([N+]([O-])=O)[C:18]=1[C:19]#[N:20])([O-:16])=[O:15]>>[C:19]([C:18]1[C:17]([N+:14]([O-:16])=[O:15])=[CH:24][CH:23]=[CH:22][C:21]=1[O:1][CH2:2][CH2:3][CH2:4][CH2:5][NH:6][C:7](=[O:13])[O:8][C:9]([CH3:10])([CH3:12])[CH3:11])#[N:20]. The yield is 7.0%. Yields the product CC=1C=C2C(C(=O)OC2=O)=CC1 (4-methylphthalic anhydride). Yield: 16.0%. Starting materials: substituted phthalic anhydrides, BrBr (bromine), CC=1CC2C(C(=O)OC2=O)CC1 (4-methyl-1,2,3,6-tetrahydrophthalic anhydride), [S] (sulfur). Procedure: Various processes are known for preparing substituted phthalic anhydrides. In two such processes 4-methyl-1,2,3,6-tetrahydrophthalic anhydride is dehydrogenated either by sulfur or by bromine in acetic acid. Yields of 4-methylphthalic anhydride of 59%-87% are claimed for the former method, while the latter gives only a 16% yield [see IZV. Akad Nauk SSSR, Ser Khim, 6, 1315(1973) English trans. Pg. 1271 and D. Craig, Journal of Am. Chem. Soc., Vol. 72, Pg. 3732 (1950)]. Run in C(C)(=O)O (acetic acid). RXN SMILES: [CH3:1][C:2]1[CH2:3][CH:4]2[C:9](=[O:10])[O:8][C:6](=[O:7])[CH:5]2[CH2:11][CH:12]=1.[S].BrBr>C(O)(=O)C>[CH3:1][C:2]1[CH:3]=[C:4]2[C:9](=[O:10])[O:8][C:6](=[O:7])[C:5]2=[CH:11][CH:12]=1 |^3:12|. Product: O=C1CCSc2c1ccc(Cl)c2Cl. Reactants: O=C([O-])[O-], O=C(O)CCSc1cccc(Cl)c1Cl, O=C(OC(=O)C(F)(F)F)C(F)(F)F, [Na+], [Na+], O=C(O)C(F)(F)F. As a reaction SMILES: [C:28](=[O:29])([O-:30])[O-:31].[Cl:1][c:2]1[c:3]([S:9][CH2:10][CH2:11][C:12](=[O:13])[OH:14])[cH:4][cH:5][cH:6][c:7]1[Cl:8].[F:15][C:16]([F:17])([F:18])[C:19]([O:20][C:21](=[O:22])[C:23]([F:24])([F:25])[F:26])=[O:27].[Na+:32].[Na+:33].[OH:34][C:35]([C:36]([F:37])([F:38])[F:39])=[O:40]>>[Cl:1][c:2]1[c:3]2[c:4]([cH:5][cH:6][c:7]1[Cl:8])[C:12](=[O:14])[CH2:11][CH2:10][S:9]2. The reactants are NCC(=O)O (Glycine), [OH-].[Na+] (NaOH), C1(CCC2=CC=CC=C12)=O (1-indanone). The reagents and catalysts are [Pd] (Pd/C). Solvent: CO (methanol). Reaction conditions: time 24 hour. Yields the product [Na+].C1(CCC2=CC=CC=C12)NCC(=O)[O-] (N-(Indanyl)glycine Sodium Salt). The yield is 29.7%. RXN SMILES: [NH2:1][CH2:2][C:3]([OH:5])=[O:4].[OH-].[Na+:7].[C:8]1(=O)[C:16]2[C:11](=[CH:12][CH:13]=[CH:14][CH:15]=2)[CH2:10][CH2:9]1>CO.[Pd]>[Na+:7].[CH:8]1([NH:1][CH2:2][C:3]([O-:5])=[O:4])[C:16]2[C:11](=[CH:12][CH:13]=[CH:14][CH:15]=2)[CH2:10][CH2:9]1 |f:1.2,6.7|. Procedure details: Glycine (5.1 g, 0.068 mole) was dissolved in a solution of NaOH (2.72 g, 0.068 mole) and methanol (125 ml). To this was added 1-indanone (10.0 g, 0.076 mole, 10% excess) and 5% Pd/C dry (2.0 g). This mixture was subjected to hydrogen at room temperature on a Parr shaker for 24 hours. The catalyst was removed by filtration and fresh 5% Pd/C dry (2.0 g) added. Hydrogenation was resumed for 20 hours. A total of 55 psi of H2 (68 psi theory) was taken up. The catalyst was removed by filtration and th... The reactants are ClC1=C2C(=NC=C1)N(C=C2)C(=O)OC(C)(C)C (tert-butyl 4-chloro-1H-pyrrolo[2,3-b]pyridine-1-carboxylate), CC1(OB(OC1(C)C)C=1C(=NC=CC1)OC1=CC=C(C=C1)N)C (4-(3-(4,4,5,5-tetramethyl-1,3,2-dioxaborolan-2-yl)pyridin-2-yloxy)benzenamine), C([O-])([O-])=O.[Na+].[Na+] (sodium carbonate), O1CCOCC1 (1,4-dioxane), O (water), C(C)(C)(C)[PH+](C(C)(C)C)C(C)(C)C (tri-t-butylphosphonium). The reagents and catalysts are C(C)(=O)[O-].[Pd+2].C(C)(=O)[O-] (Palladium acetate). Run in CCOC(=O)C (EtOAc). Reaction conditions: time 5 minute. Product: NC1=CC=C(OC2=NC=CC=C2C2=C3C(=NC=C2)N(C=C3)C(=O)OC(C)(C)C)C=C1 (tert-Butyl 4-(2-(4-aminophenoxy)pyridin-3-yl)-1H-pyrrolo[2,3-b]pyridine-1-carboxylate). As a reaction SMILES: Cl[C:2]1[CH:7]=[CH:6][N:5]=[C:4]2[N:8]([C:11]([O:13][C:14]([CH3:17])([CH3:16])[CH3:15])=[O:12])[CH:9]=[CH:10][C:3]=12.CC1(C)C(C)(C)OB([C:26]2[C:27]([O:32][C:33]3[CH:38]=[CH:37][C:36]([NH2:39])=[CH:35][CH:34]=3)=[N:28][CH:29]=[CH:30][CH:31]=2)O1.C(=O)([O-])[O-].[Na+].[Na+].O1CCOCC1.O.C([PH+](C(C)(C)C)C(C)(C)C)(C)(C)C>C([O-])(=O)C.[Pd+2].C([O-])(=O)C.CCOC(C)=O>[NH2:39][C:36]1[CH:37]=[CH:38][C:33]([O:32][C:27]2[C:26]([C:2]3[CH:7]=[CH:6][N:5]=[C:4]4[N:8]([C:11]([O:13][C:14]([CH3:17])([CH3:16])[CH3:15])=[O:12])[CH:9]=[CH:10][C:3]=34)=[CH:31][CH:30]=[CH:29][N:28]=2)=[CH:34][CH:35]=1 |f:2.3.4,8.9.10|. Procedure details: In an argon-purged sealed tube, tert-butyl 4-chloro-1H-pyrrolo[2,3-b]pyridine-1-carboxylate (2.77 g, 11.0 mmol), 4-(3-(4,4,5,5-tetramethyl-1,3,2-dioxaborolan-2-yl)pyridin-2-yloxy)benzenamine (5.14 g, 16.5 mmol), sodium carbonate (3.49 g, 32.9 mmol), 1,4-dioxane (32.3 ml, 11.0 mmol), and water (11.7 ml, 11.0 mmol) were added. The tube was sealed, and the reaction was stirred at RT for 5 min. Palladium acetate (0.246 g, 1.10 mmol) and tri-t-butylphosphonium tetrafluroroborate (0.637 g, 2.19 mmol) ...